This data is from the Open Reaction Database (ORD), a public repository of structured organic reaction records. The task is: describe an organic reaction: reactants, conditions, products, and yield Reactants: liquid, N (ammonia), CC=1C=C(OCC(C)Br)C=C(C1)C (1-(3,5-dimethylphenoxy)-2-bromopropane), [I-].[Na+] (sodium iodide), C(=O)=O (dry ice). The solvent is CO (methanol). Conditions: temperature 130 celsius, time 7 hour. Product: CC=1C=C(OCC(C)N)C=C(C1)C (1-(3,5-dimethylphenoxy)-2-aminopropane). Yield: 53.8%. Reaction SMILES: [CH3:1][C:2]1[CH:3]=[C:4]([CH:10]=[C:11]([CH3:13])[CH:12]=1)[O:5][CH2:6][CH:7](Br)[CH3:8].[I-].[Na+].C(=O)=O.[NH3:19]>CO>[CH3:1][C:2]1[CH:3]=[C:4]([CH:10]=[C:11]([CH3:13])[CH:12]=1)[O:5][CH2:6][CH:7]([NH2:19])[CH3:8] |f:1.2|. Procedure details: A 20 ml autoclave was charged with 4.20 g (17.3 mmol) of 1-(3,5-dimethylphenoxy)-2-bromopropane, 4 ml of methanol and 0.03 g of sodium iodide, and the autoclave was cooled in a dry ice.acetone bath. The pressure in the autoclave was reduced, and 7 g of liquid ammonia was added. The autoclave was allowed to stand until its temperature reached room temperature, and the mixture was continuously stirred at 130° C. for 7 hours to finish the reaction. After allowed to cool, the reaction mixture was po... Starting materials: NC1=NN(C=C1C(=O)OCC)C (ethyl 3-amino-1-methylpyrazole-4-carboxylate), C([O-])([O-])=O.[K+].[K+] (potassium carbonate), BrCC1=CC=C(C=C1)C1=C(C=CC=C1)C#N (4-bromomethyl-2'-cyanobiphenyl). The solvent is CN(C=O)C (N,N-dimethylformamide). Product: C(#N)C1=C(C=CC=C1)C1=CC=C(C=C1)CNC1=NN(C=C1C(=O)OCC)C (Ethyl 3-[N-(2'-cyanobiphenyl-4-yl)methylamino]-1-methylpyrazole-4-carboxylate). The yield is 75.5%. Reaction SMILES: [NH2:1][C:2]1[C:6]([C:7]([O:9][CH2:10][CH3:11])=[O:8])=[CH:5][N:4]([CH3:12])[N:3]=1.C(=O)([O-])[O-].[K+].[K+].Br[CH2:20][C:21]1[CH:26]=[CH:25][C:24]([C:27]2[CH:32]=[CH:31][CH:30]=[CH:29][C:28]=2[C:33]#[N:34])=[CH:23][CH:22]=1>CN(C)C=O>[C:33]([C:28]1[CH:29]=[CH:30][CH:31]=[CH:32][C:27]=1[C:24]1[CH:23]=[CH:22][C:21]([CH2:20][NH:1][C:2]2[C:6]([C:7]([O:9][CH2:10][CH3:11])=[O:8])=[CH:5][N:4]([CH3:12])[N:3]=2)=[CH:26][CH:25]=1)#[N:34] |f:1.2.3|. Procedure: To a mixture of ethyl 3-amino-1-methylpyrazole-4-carboxylate (P. Schmidt et al. Hel. Chim. Acta., 1959, 41, 349.) (2.30 g) and potassium carbonate in N,N-dimethylformamide (70 ml), was added portionwise 4-bromomethyl-2'-cyanobiphenyl (4.81 g). The solvent was distilled under reduced pressure. To the residue was added ice-water and an aqueous solution of potassium carbonate. The mixture was extracted with ethyl acetate. The extract was washed with water and a saturated aqueous saline solution, wh... The reactants are [OH-].[Na+] (Sodium hydroxide), one, ClC1=C(C(=CC(=C1)OC=1C=CC(=C(OC2=C(OCC(=O)OC)C=CC=C2)C1)[N+](=O)[O-])F)C(F)(F)F (methyl {o-{5-[(2-chloro-α,α,α,6-tetrafluoro-p-tolyl)oxy]-2-nitrophenoxy}phenoxy}acetate). Solvent: CO (methanol). Run at time 3 hour. Product: ClC1=C(C(=CC(=C1)OC=1C=CC(=C(OC2=C(OCC(=O)O)C=CC=C2)C1)[N+](=O)[O-])F)C(F)(F)F ({o-{5-[(2-Chloro-α,α,α,6-tetrafluoro-p-tolyl)oxy]-2-nitrophenoxy}phenoxy}acetic acid). The yield is 39.9%. RXN SMILES: [OH-].[Na+].[Cl:3][C:4]1[CH:9]=[C:8]([O:10][C:11]2[CH:12]=[CH:13][C:14]([N+:30]([O-:32])=[O:31])=[C:15]([CH:29]=2)[O:16][C:17]2[CH:28]=[CH:27][CH:26]=[CH:25][C:18]=2[O:19][CH2:20][C:21]([O:23]C)=[O:22])[CH:7]=[C:6]([F:33])[C:5]=1[C:34]([F:37])([F:36])[F:35]>CO>[Cl:3][C:4]1[CH:9]=[C:8]([O:10][C:11]2[CH:12]=[CH:13][C:14]([N+:30]([O-:32])=[O:31])=[C:15]([CH:29]=2)[O:16][C:17]2[CH:28]=[CH:27][CH:26]=[CH:25][C:18]=2[O:19][CH2:20][C:21]([OH:23])=[O:22])[CH:7]=[C:6]([F:33])[C:5]=1[C:34]([F:37])([F:35])[F:36] |f:0.1|. Reported procedure: Sodium hydroxide solution (10 mL of a one normal solution, 0.01 mol) is added to a solution of methyl {o-{5-[(2-chloro-α,α,α,6-tetrafluoro-p-tolyl)oxy]-2-nitrophenoxy}phenoxy}acetate (5.25 g, 0.01 mol) in methanol. The reaction mixture is stirred for three hours, concentrated in vacuo and dissolved in water. The aqueous solution is adjusted to pH 3 with 2.5N hydrochloric acid and extracted with methylene chloride. The organic extract is washed with water, dried over anhydrous sodium sulfate and ...